describe an organic reaction: reactants, conditions, products, and yield From a dataset of the Open Reaction Database (ORD), a public repository of structured organic reaction records. Reactants: N#Cc1ccc(OC2CCC(NCc3ccccc3)CC2)nc1, CS(C)=O, [K+], [K+], O=C([O-])[O-], OO. The product is NC(=O)c1ccc(OC2CCC(NCc3ccccc3)CC2)nc1. Reaction SMILES: [CH2:7]([c:8]1[cH:9][cH:10][cH:11][cH:12][cH:13]1)[NH:14][CH:15]1[CH2:16][CH2:17][CH:18]([O:21][c:22]2[n:23][cH:24][c:25]([C:26]#[N:27])[cH:28][cH:29]2)[CH2:19][CH2:20]1.[CH3:32][S:33]([CH3:34])=[O:35].[K+:1].[K+:2].[O-:3][C:4]([O-:5])=[O:6].[OH:30][OH:31]>>[O:3]=[C:26]([c:25]1[cH:24][n:23][c:22]([O:21][CH:18]2[CH2:17][CH2:16][CH:15]([NH:14][CH2:7][c:8]3[cH:9][cH:10][cH:11][cH:12][cH:13]3)[CH2:20][CH2:19]2)[cH:29][cH:28]1)[NH2:27]. Starting materials: CCCCCCCCC1(O[Si](C)(C)C)C=CC(=O)C1=CCCCCCC(=O)OC, [Cl-], [Na+], C1CCOC1. Yields the product CCCCCCCCC1(O)C=CC(=O)C1=CCCCCCC(=O)OC. Reaction SMILES: [CH3:1][O:2][C:3](=[O:4])[CH2:5][CH2:6][CH2:7][CH2:8][CH2:9][CH:10]=[C:11]1[C:12]([O:17][Si:18]([CH3:19])([CH3:20])[CH3:21])([CH2:22][CH2:23][CH2:24][CH2:25][CH2:26][CH2:27][CH2:28][CH3:29])[CH:13]=[CH:14][C:15]1=[O:16].[Cl-:31].[Na+:30].[O:32]1[CH2:33][CH2:34][CH2:35][CH2:36]1>>[CH3:1][O:2][C:3](=[O:4])[CH2:5][CH2:6][CH2:7][CH2:8][CH2:9][CH:10]=[C:11]1[C:12]([OH:17])([CH2:22][CH2:23][CH2:24][CH2:25][CH2:26][CH2:27][CH2:28][CH3:29])[CH:13]=[CH:14][C:15]1=[O:16]. Starting materials: CCO, CCOC(C)=O, CC(=O)O, O=C[O-], O=C(O)C(=Cc1cccc(C(F)(F)F)c1)c1ccc(C(F)(F)F)cc1, [NH4+], [Pd]. Product: O=C(O)C(Cc1cccc(C(F)(F)F)c1)c1ccc(C(F)(F)F)cc1. As a reaction SMILES: [CH3:26][CH2:27][OH:28].[CH3:33][CH2:34][O:35][C:36](=[O:37])[CH3:38].[CH3:40][C:41](=[O:42])[OH:43].[CH:29]([O-:30])=[O:31].[F:1][C:2]([c:3]1[cH:4][c:5]([CH:9]=[C:10]([C:11](=[O:12])[OH:13])[c:14]2[cH:15][cH:16][c:17]([C:20]([F:21])([F:22])[F:23])[cH:18][cH:19]2)[cH:6][cH:7][cH:8]1)([F:24])[F:25].[NH4+:32].[Pd:39]>>[F:1][C:2]([c:3]1[cH:4][c:5]([CH2:9][CH:10]([C:11](=[O:12])[OH:13])[c:14]2[cH:15][cH:16][c:17]([C:20]([F:21])([F:22])[F:23])[cH:18][cH:19]2)[cH:6][cH:7][cH:8]1)([F:24])[F:25]. Starting materials: NC1=NC(=C2N=CN(C2=N1)[C@H]1[C@@H](O)[C@H](O)[C@H](O1)CO)N (2,6-diamino-9-(β-D-arabinofuranosyl)purine), P(=O)([O-])([O-])[O-] (phosphate), [C@@H]1([C@H](O)[C@H](O)[C@@H](CO)O1)N1C=NC=2C(N)=NC=NC12 (adenosine), [C@@H]1([C@H](O)[C@H](O)[C@@H](CO)O1)N1C=NC=2C(N)=NC=NC12 (adenosine). Run at time 2 hour. Yields the product NC1=NC(=C2N=CN(C2=N1)[C@H]1[C@@H](O)[C@H](O)[C@H](O1)CO)O (2-Amino-6-hydroxy-9-(β-D-arabinofuranosyl)purine). RXN SMILES: [C@@H]1(N2C3N=CN=C(N)C=3N=C2)O[C@H](CO)[C@@H](O)[C@H]1[OH:3].[NH2:20][C:21]1[N:29]=[C:28]2[C:24]([N:25]=[CH:26][N:27]2[C@@H:30]2[O:36][C@H:35]([CH2:37][OH:38])[C@@H:33]([OH:34])[C@@H:31]2[OH:32])=[C:23](N)[N:22]=1.P([O-])([O-])([O-])=O>>[NH2:20][C:21]1[N:29]=[C:28]2[C:24]([N:25]=[CH:26][N:27]2[C@@H:30]2[O:36][C@H:35]([CH2:37][OH:38])[C@@H:33]([OH:34])[C@@H:31]2[OH:32])=[C:23]([OH:3])[N:22]=1. Procedure details: A suspension of 10 mg/ml of an adenosine deaminase enzyme (prepared from intestinal calf mucosa) was assayed to have an activity of 210 μ moles/min. at 38° C. To a solution of 191 mg. of 2,6-diamino-9-(β-D-arabinofuranosyl)purine in 800 ml of a 1 millimole phosphate buffer of pH 7.1 was added 50 micrograms of adenosine deaminase. After two hours at 38° C. the reaction mixture was freeze dried. The resulting powder was extracted with hot methanol which was filtered and evaporated to give a solid.... The reactants are CCOC(C)=O, Cc1ccc(C(F)(F)CN=[N+]=[N-])nc1. Product: Cc1ccc(C(F)(F)CN)nc1. Reaction SMILES: [CH3:15][CH2:16][O:17][C:18]([CH3:19])=[O:20].[N:1](=[N+:2]=[N-:3])[CH2:4][C:5]([F:6])([F:7])[c:8]1[n:9][cH:10][c:11]([CH3:14])[cH:12][cH:13]1>>[NH2:1][CH2:4][C:5]([F:6])([F:7])[c:8]1[n:9][cH:10][c:11]([CH3:14])[cH:12][cH:13]1. Starting materials: N1N=CC=C1 (pyrazole), ClC=1N=C(C2=C(N1)SC(=C2C)C)NCC2=CC=C(C=C2)F (2-chloro-5,6-dimethyl-4-(4-fluorobenzylamino)-thieno-[2,3-d]-pyrimidine). Yields the product N1(N=CC=C1)C=1N=C(C2=C(N1)SC(=C2C)C)NCC2=CC=C(C=C2)F (2-(pyrazol-1-yl)-5,6-dimethyl-4-(4-fluorobenzylamino)-thieno-[2,3-d]-pyrimidine). RXN SMILES: [NH:1]1[CH:5]=[CH:4][CH:3]=[N:2]1.Cl[C:7]1[N:8]=[C:9]([NH:18][CH2:19][C:20]2[CH:25]=[CH:24][C:23]([F:26])=[CH:22][CH:21]=2)[C:10]2[C:15]([CH3:16])=[C:14]([CH3:17])[S:13][C:11]=2[N:12]=1>>[N:1]1([C:7]2[N:8]=[C:9]([NH:18][CH2:19][C:20]3[CH:25]=[CH:24][C:23]([F:26])=[CH:22][CH:21]=3)[C:10]3[C:15]([CH3:16])=[C:14]([CH3:17])[S:13][C:11]=3[N:12]=2)[CH:5]=[CH:4][CH:3]=[N:2]1. Reported procedure: Following the procedure of Example 97, the reaction of pyrazole with 2-chloro-5,6-dimethyl-4-(4-fluorobenzylamino)-thieno-[2,3-d]-pyrimidine gives 2-(pyrazol-1-yl)-5,6-dimethyl-4-(4-fluorobenzylamino)-thieno-[2,3-d]-pyrimidine. Reactants: O (water), COC1=CC=CC2=C1N=C(S2)NC(O)=O ((4-Methoxy-benzothiazol-2-yl)-carbamic acid), C(C)(=O)[O-].[Na+] (sodium acetate), ICl (iodine monochloride). Solvent: C(C)(=O)O (acetic acid). Reaction conditions: time 15 hour. Product: IC1=CC=C(C=2N=C(SC21)NC(O)=O)OC ((7-Iodo-4-methoxy-benzothiazol-2-yl)-carbamic acid). Reaction SMILES: [CH3:1][O:2][C:3]1[C:8]2[N:9]=[C:10]([NH:12][C:13](=[O:15])[OH:14])[S:11][C:7]=2[CH:6]=[CH:5][CH:4]=1.C([O-])(=O)C.[Na+].[I:21]Cl.O>C(O)(=O)C>[I:21][C:6]1[C:7]2[S:11][C:10]([NH:12][C:13](=[O:14])[OH:15])=[N:9][C:8]=2[C:3]([O:2][CH3:1])=[CH:4][CH:5]=1 |f:1.2|. Reported procedure: (4-Methoxy-benzothiazol-2-yl)-carbamic acid methyll ester (31.0 g, 130 mmol) and sodium acetate (32.3 g, 394 mmol) are dissolved in 400 ml of glacial acetic acid and slowly treated with iodine monochloride (13.5 ml, 264 mmol) at 0° C. The reaction mixture is then slowly warmed to room temperature and stirred for 15 hours. After addition of water (1.3 1), the formed precipitate is filtered off and washed with water. The filter cake is then dissolved in a minimal amount of tetrahydrofurane (about ...